This data is from the Open Reaction Database (ORD), a public repository of structured organic reaction records. The task is: describe an organic reaction: reactants, conditions, products, and yield The reactants are BrCC(=O)C1=CC=C(C=C1)Br (2-bromo-1-(4-bromophenyl)ethanone), C(C)(=O)NC(=N)N (acetylguanidine). Solvent: CN(C)C=O (DMF). Reaction conditions: time 48 hour. The product is BrC1=CC=C(C=C1)C1=CN=C(N1)NC(C)=O (N-(5-(4-bromophenyl)-1H-imidazol-2-yl)acetamide). Reaction SMILES: Br[CH2:2][C:3]([C:5]1[CH:10]=[CH:9][C:8]([Br:11])=[CH:7][CH:6]=1)=O.[C:12]([NH:15][C:16]([NH2:18])=[NH:17])(=[O:14])[CH3:13]>CN(C=O)C>[Br:11][C:8]1[CH:9]=[CH:10][C:5]([C:3]2[NH:18][C:16]([NH:15][C:12](=[O:14])[CH3:13])=[N:17][CH:2]=2)=[CH:6][CH:7]=1. Procedure: A mixture of 2-bromo-1-(4-bromophenyl)ethanone (2.00 g, 7.20 mmol) and acetylguanidine (2.18 g, 21.6 mmol) in DMF (40 mL) was stirred at rt for 48 h. The solution was concentrated to dryness in vacuo and the resulting brown solid was of sufficient purity for use in the next step. LCMS: Anal. Calcd. for C11H10BrN3O: 279, 281; found: 280, 282 (M+H)+. Reactants: CC1(NC(CC(C1)O)(C)C)C (2, 2, 6, 6-tetramethyl-4-hydroxypiperidine), BrCCCC (1-bromobutane). Run at temperature -78 celsius. Product: C(CCC)N1C(CC(CC1(C)C)O)(C)C (1-(1-butyl)-2, 2, 6, 6-tetramethyl-4-hydroxypiperidine). The yield is 46.9%. Reaction SMILES: [CH3:1][C:2]1([CH3:11])[CH2:7][CH:6]([OH:8])[CH2:5][C:4]([CH3:10])([CH3:9])[NH:3]1.Br[CH2:13][CH2:14][CH2:15][CH3:16]>>[CH2:13]([N:3]1[C:4]([CH3:10])([CH3:9])[CH2:5][CH:6]([OH:8])[CH2:7][C:2]1([CH3:11])[CH3:1])[CH2:14][CH2:15][CH3:16]. Procedure: Into a 400-milliliter Hastalloy pressure tube are placed 62.8 grams of 2, 2, 6, 6-tetramethyl-4-hydroxypiperidine and 35.6 grams of 1-bromobutane. The tube and contents are cooled to -78°C., evacuated and filled with nitrogen. The tube is sealed, shaken and warmed to 100°C. for 1 hour, 120°C. for 1 hour and 150°C. for 30 hours. The tube is cooled and the solid charge is removed and placed in a Sohlet extraction apparatus. The material is extracted for 8 hours with diethyl ether. The resulting et... The reactants are ClC1=CC=C(C=C1)C(N1CC(N(CC1)CC(=O)OC)=O)C1=CC=C(C=C1)Cl (methyl 2-(4-(bis(4-chlorophenyl)methyl)-2-oxopiperazin-1-yl)acetate), O.[OH-].[Li+] (lithium hydroxide monohydrate). Run in C1CCOC1.CO.O (THF MeOH H2O). Conditions: time 8 hour. Product: ClC1=CC=C(C=C1)C(N1CC(N(CC1)CC(=O)O)=O)C1=CC=C(C=C1)Cl (2-(4-(bis(4-chlorophenyl)methyl)-2-oxopiperazin-1-yl)acetic acid). Isolated yield 88.0%. As a reaction SMILES: [Cl:1][C:2]1[CH:7]=[CH:6][C:5]([CH:8]([C:21]2[CH:26]=[CH:25][C:24]([Cl:27])=[CH:23][CH:22]=2)[N:9]2[CH2:14][CH2:13][N:12]([CH2:15][C:16]([O:18]C)=[O:17])[C:11](=[O:20])[CH2:10]2)=[CH:4][CH:3]=1.O.[OH-].[Li+]>C1COCC1.CO.O>[Cl:1][C:2]1[CH:3]=[CH:4][C:5]([CH:8]([C:21]2[CH:22]=[CH:23][C:24]([Cl:27])=[CH:25][CH:26]=2)[N:9]2[CH2:14][CH2:13][N:12]([CH2:15][C:16]([OH:18])=[O:17])[C:11](=[O:20])[CH2:10]2)=[CH:6][CH:7]=1 |f:1.2.3,4.5.6|. Reported procedure: To a solution of methyl 2-(4-(bis(4-chlorophenyl)methyl)-2-oxopiperazin-1-yl)acetate (160 mg, 393 μmol) in THF/MeOH/H2O=5:5:1 (5.5 mL) was added lithium hydroxide monohydrate (49.5 mg, 1.179 mmol) and the resulting solution was stirred overnight. The solvent was evaporated, diluted with water, adjusted to pH=5 with 10% HCl, extracted with DCM, dried over Na2SO4, filtered and evaporated to dryness under high vacuum. The residue was loaded onto flash column (SiO2, DCM to DCM/MeOH=100:5 to 100:10 t... Starting materials: CC1=C(N=C(S1)NC(=O)C=1C=CC(=NC1)N1CCC(CC1)C1=CC(=CC=C1)C(F)(F)F)C1=CC=CC=C1 (4-(3-trifluoromethyl-phenyl)-3,4,5,6-tetrahydro-2H-[1,2′]bipyridinyl-5′-carboxylic acid (5-methyl-4-phenyl-thiazol-2-yl)-amide), CC1=C(N=C(S1)NC(=O)C1C(CCN(C1)C1=NC=CC=C1)C1=NN=CN1C)C1=CC=CC=C1 (4-(4-methyl-4H-[1,2,4]triazol-3-yl)-3,4,5,6-tetrahydro-2H-[1,2′]bipyridinyl-5-carboxylic acid (5-methyl-4-phenyl-thiazol-2-yl)-amide), ClC1=NC=C(C(=O)NC=2SC(=C(N2)C2=CC=CC=C2)C)C=C1 (6-chloro-N-(5-methyl-4-phenyl-thiazol-2-yl)-nicotinamide), CN1C(=NN=C1)C1CCNCC1 (4-(4-methyl-4H-[1,2,4]triazol-3-yl)-piperidine). Yields the product CC1=C(N=C(S1)NC(=O)C=1C=CC(=NC1)N1CCC(CC1)C1=NN=CN1C)C1=CC=CC=C1 (4-(4-methyl-4H-[1,2,4]triazol-3-yl)-3,4,5,6-tetrahydro-2H-[1,2′]bipyridinyl-5′-carboxylic acid (5-methyl-4-phenyl-thiazol-2-yl)-amide). RXN SMILES: [CH3:1][C:2]1[S:6][C:5]([NH:7][C:8]([C:10]2[CH:11]=[CH:12][C:13]([N:16]3[CH2:21][CH2:20][CH:19]([C:22]4C=CC=C(C(F)(F)F)C=4)[CH2:18][CH2:17]3)=[N:14][CH:15]=2)=[O:9])=[N:4][C:3]=1[C:32]1[CH:37]=[CH:36][CH:35]=[CH:34][CH:33]=1.CC1SC(NC(C2CN(C3C=CC=CN=3)CCC2[C:59]2[N:63](C)[CH:62]=[N:61][N:60]=2)=O)=NC=1C1C=CC=CC=1.ClC1C=CC(C(NC2SC(C)=C(C3C=CC=CC=3)N=2)=O)=CN=1.CN1C=NN=C1C1CCNCC1>>[CH3:1][C:2]1[S:6][C:5]([NH:7][C:8]([C:10]2[CH:11]=[CH:12][C:13]([N:16]3[CH2:17][CH2:18][CH:19]([C:22]4[N:63]([CH3:62])[CH:59]=[N:60][N:61]=4)[CH2:20][CH2:21]3)=[N:14][CH:15]=2)=[O:9])=[N:4][C:3]=1[C:32]1[CH:37]=[CH:36][CH:35]=[CH:34][CH:33]=1. Reported procedure: With a method similar to that used for the preparation of 4-(3-trifluoromethyl-phenyl)-3,4,5,6-tetrahydro-2H-[1,2′]bipyridinyl-5′-carboxylic acid (5-methyl-4-phenyl-thiazol-2-yl)-amide, 4-(4-methyl-4H-[1,2,4]triazol-3-yl)-3,4,5,6-tetrahydro-2H-[1,2′]bipyridinyl-5-carboxylic acid (5-methyl-4-phenyl-thiazol-2-yl)-amide was prepared from 6-chloro-N-(5-methyl-4-phenyl-thiazol-2-yl)-nicotinamide and 4-(4-methyl-4H-[1,2,4]triazol-3-yl)-piperidine. LCMS calcd for C24H25N7OS (m/e) 459, obsd 460 (M+H).